This data is from the Open Reaction Database (ORD), a public repository of structured organic reaction records. The task is: describe an organic reaction: reactants, conditions, products, and yield The reactants are COCC[C@H]1CC(N(C1)C=1C=CC=2OCC(NC2N1)=O)=O (6-{(4S)-4-[(methoxymethyl)methyl]-2-oxopyrrolidin-1-yl}-2H-pyrido[3,2-b][1,4]oxazin-3(4H)-one), O1CCCC1 (tetrahydrofuran), Cl (Hydrochloric acid), C(O)([O-])=O.[Na+] (sodium hydrogen carbonate). Solvent: CO (methanol). Reaction conditions: temperature 60 celsius. Yields the product OC[C@H]1CC(N(C1)C=1C=CC=2OCC(NC2N1)=O)=O (6-[(4S)-4-(Hydroxymethyl)-2-oxopyrrolidin-1-yl]-2H-pyrido[3,2-b][1,4]oxazin-3(4H)-one). Isolated yield 93.0%. As a reaction SMILES: COC[CH2:4][C@@H:5]1[CH2:9][N:8]([C:10]2[CH:11]=[CH:12][C:13]3[O:14][CH2:15][C:16](=[O:20])[NH:17][C:18]=3[N:19]=2)[C:7](=[O:21])[CH2:6]1.[O:22]1CCCC1.Cl.C(=O)([O-])O.[Na+]>CO>[OH:22][CH2:4][C@@H:5]1[CH2:9][N:8]([C:10]2[CH:11]=[CH:12][C:13]3[O:14][CH2:15][C:16](=[O:20])[NH:17][C:18]=3[N:19]=2)[C:7](=[O:21])[CH2:6]1 |f:3.4|. Reported procedure: To a solution of 6-{(4S)-4-[(methoxymethyl)methyl]-2-oxopyrrolidin-1-yl}-2H-pyrido[3,2-b][1,4]oxazin-3(4H)-one (2.21 g, 7.20 mmol) in methanol (25 ml)/tetrahydrofuran (25 ml) was added 4N Hydrochloric acid (2.5 ml) at room temperature and the mixture was heated to 60° C. and stirred with heating for 16 hours. The reaction solution was poured into a saturated sodium hydrogen carbonate aqueous solution and extracted with a mixed solvent of chloroform/methanol (9:1) (3×). The organic layer was drie... Reactants: OC1=CC=C(CC=2C=C(C(=O)OC)C=CC2)C=C1 (methyl 3-(4-hydroxybenzyl)benzoate), ClCC1=NC2=CC=CC=C2C=C1 (2-chloromethylquinoline), C([O-])([O-])=O.[K+].[K+] (potassium carbonate). Run in CC(=O)C (acetone). The product is N1=C(C=CC2=CC=CC=C12)COC1=CC=C(CC=2C=C(C(=O)OC)C=CC2)C=C1 (Methyl 3-(4-(2-Quinolinylmethyloxy)Benzyl)Benzoate). As a reaction SMILES: [OH:1][C:2]1[CH:18]=[CH:17][C:5]([CH2:6][C:7]2[CH:8]=[C:9]([CH:14]=[CH:15][CH:16]=2)[C:10]([O:12][CH3:13])=[O:11])=[CH:4][CH:3]=1.Cl[CH2:20][C:21]1[CH:30]=[CH:29][C:28]2[C:23](=[CH:24][CH:25]=[CH:26][CH:27]=2)[N:22]=1.C(=O)([O-])[O-].[K+].[K+]>CC(C)=O>[N:22]1[C:23]2[C:28](=[CH:27][CH:26]=[CH:25][CH:24]=2)[CH:29]=[CH:30][C:21]=1[CH2:20][O:1][C:2]1[CH:3]=[CH:4][C:5]([CH2:6][C:7]2[CH:8]=[C:9]([CH:14]=[CH:15][CH:16]=2)[C:10]([O:12][CH3:13])=[O:11])=[CH:17][CH:18]=1 |f:2.3.4|. Procedure details: A mixture of methyl 3-(4-hydroxybenzyl)benzoate (0.08 mol), 2-chloromethylquinoline (0.10 mol) and potassium carbonate (anhydrous, 0.10 mol) are heated at reflux in a 7:1 mixture of acetone:dimethylformamide (600 ml) until all the benzoate starting material is consumed. The reaction is then filtered, evaporated and the residue diluted with water and extracted with ethyl acetate. The ethyl acetate extracts are dried (magnesium sulfate), evaporated and then applied to a silica gel column. Elution ... Run in C(C)(=O)O.Cl (acetic acid hydrochloric acid). As a reaction SMILES: N[C:2]1[C:3]([C:14]([O:16][CH3:17])=[O:15])=[N:4][C:5]([C:8]2[CH:13]=[CH:12][CH:11]=[CH:10][CH:9]=2)=[CH:6][N:7]=1.N([O-])=[O:19].[Na+]>C(O)(=O)C.Cl>[OH:19][C:2]1[C:3]([C:14]([O:16][CH3:17])=[O:15])=[N:4][C:5]([C:8]2[CH:13]=[CH:12][CH:11]=[CH:10][CH:9]=2)=[CH:6][N:7]=1 |f:1.2,3.4|. The reactants are NC=1C(=NC(=CN1)C1=CC=CC=C1)C(=O)OC (methyl 3-amino-6-phenylpyrazine-2-carboxylate), N(=O)[O-].[Na+] (sodium nitrite). Conditions: time 8 hour. Procedure: To a mixture of acetic acid/hydrochloric acid (1:1, 20 mL) at 0° C. was added methyl 3-amino-6-phenylpyrazine-2-carboxylate (1.02 g, 4.50 mmol). Aqueous solution of sodium nitrite (0.77 g, 11.2 mmol) was added drop wise. During the addition, the temperature of the reaction was controlled at 0-5° C. The reaction was slowly warmed to room temperature and stirred overnight. The reaction mixture was extracted with ethyl acetate (2×50 mL). The organic layer was washed with water (30 mL), saturated aq... The product is OC=1C(=NC(=CN1)C1=CC=CC=C1)C(=O)OC (methyl 3-hydroxy-6-phenylpyrazine-2-carboxylate).